From a dataset of the Open Reaction Database (ORD), a public repository of structured organic reaction records. describe an organic reaction: reactants, conditions, products, and yield The solvent is C(C)O (ethanol). Reaction SMILES: Cl[C:2]1[C:11]2[C:6](=[C:7]([NH:12][C:13](=[O:22])[C:14]3[C:19]([Cl:20])=[CH:18][CH:17]=[CH:16][C:15]=3[Cl:21])[CH:8]=[CH:9][CH:10]=2)[N:5]=[CH:4][C:3]=1[C:23](OCC)=[O:24].O.[NH2:29][NH2:30]>C(O)C>[Cl:20][C:19]1[CH:18]=[CH:17][CH:16]=[C:15]([Cl:21])[C:14]=1[C:13]([NH:12][C:7]1[C:6]2[N:5]=[CH:4][C:3]3[C:23](=[O:24])[NH:29][NH:30][C:2]=3[C:11]=2[CH:10]=[CH:9][CH:8]=1)=[O:22] |f:1.2|. Starting materials: ClC1=C(C=NC2=C(C=CC=C12)NC(C1=C(C=CC=C1Cl)Cl)=O)C(=O)OCC (4-chloro-8-(2,6-dichlorobenzoylamino)-3-ethoxycarbonylquinoline), O.NN (hydrazine monohydrate), ice water. Yield: 95.6%. The product is ClC1=C(C(=O)NC2=CC=CC=3C4=C(C=NC23)C(NN4)=O)C(=CC=C1)Cl (6-(2,6-dichlorobenzoylamino)-2,3-dihydro-1H-pyrazolo[4,3-c]-quinolin-3-one). Procedure details: A mixture of 4-chloro-8-(2,6-dichlorobenzoylamino)-3-ethoxycarbonylquinoline (297 mg) and hydrazine monohydrate (175 mg) in ethanol (3 ml) was refluxed for 1 hour. To the mixture was added ice-water, and the resulting precipitate was collected by filtration and washed with water to give 6-(2,6-dichlorobenzoylamino)-2,3-dihydro-1H-pyrazolo[4,3-c]-quinolin-3-one (250 mg). The product is CNC(=O)c1c(-c2ccccc2)noc1CC(=O)c1ccccn1. Reactants: [Li]CCCC, CCCCCC, C1CCOC1, CNC(=O)c1c(-c2ccccc2)noc1C, CCOC(=O)c1ccccn1. Reaction SMILES: [CH2:17]([Li:18])[CH2:19][CH2:20][CH3:21].[CH3:22][CH2:23][CH2:24][CH2:25][CH2:26][CH3:27].[O:39]1[CH2:40][CH2:41][CH2:42][CH2:43]1.[c:1]1(-[c:7]2[n:8][o:9][c:10]([CH3:16])[c:11]2[C:12](=[O:13])[NH:14][CH3:15])[cH:2][cH:3][cH:4][cH:5][cH:6]1.[c:28]1([C:34](=[O:35])[O:36][CH2:37][CH3:38])[cH:29][cH:30][cH:31][cH:32][n:33]1>>[c:1]1(-[c:7]2[n:8][o:9][c:10]([CH2:16][C:34]([c:28]3[cH:29][cH:30][cH:31][cH:32][n:33]3)=[O:35])[c:11]2[C:12](=[O:13])[NH:14][CH3:15])[cH:2][cH:3][cH:4][cH:5][cH:6]1. Reactants: N(=[N+]=[N-])CC(CC(F)(F)F)NC(=O)C1=C(N=C2N1C=CC=C2OCC2=C(C=CC=C2F)F)C (rac-N-(1-Azido-4,4,4-trifluorobutan-2-yl)-8-[(2,6-difluorobenzyl)oxy]-2-methylimidazo[1,2-a]-pyridine-3-carboxamide), [H][H] (hydrogen). The reagents and catalysts are [Pd] (palladium on activated carbon). Run in C(C)O (ethanol). The product is NCC(CC(F)(F)F)NC(=O)C1=C(N=C2N1C=CC=C2OCC2=C(C=CC=C2F)F)C (rac-N-(1-Amino-4,4,4-trifluorobutan-2-yl)-8-[(2,6-difluorobenzyl)oxy]-2-methylimidazo[1,2-a]-pyridine-3-carboxamide). RXN SMILES: [N:1]([CH2:4][CH:5]([NH:11][C:12]([C:14]1[N:18]2[CH:19]=[CH:20][CH:21]=[C:22]([O:23][CH2:24][C:25]3[C:30]([F:31])=[CH:29][CH:28]=[CH:27][C:26]=3[F:32])[C:17]2=[N:16][C:15]=1[CH3:33])=[O:13])[CH2:6][C:7]([F:10])([F:9])[F:8])=[N+]=[N-].[H][H]>C(O)C.[Pd]>[NH2:1][CH2:4][CH:5]([NH:11][C:12]([C:14]1[N:18]2[CH:19]=[CH:20][CH:21]=[C:22]([O:23][CH2:24][C:25]3[C:30]([F:31])=[CH:29][CH:28]=[CH:27][C:26]=3[F:32])[C:17]2=[N:16][C:15]=1[CH3:33])=[O:13])[CH2:6][C:7]([F:8])([F:10])[F:9]. Procedure details: 555 mg of rac-N-(1-azido-4,4,4-trifluorobutan-2-yl)-8-[(2,6-difluorobenzyl)oxy]-2-methylimidazo[1,2-a]pyridine-3-carboxamide (Example 41A, 1.19 mmol) were initially charged in 74 ml of ethanol, 126 mg of palladium on activated carbon (10%) were added and the mixture was hydrogenated at hydrogen standard pressure and RT for 60 min. The reaction solution was filtered and concentrated. The crude product was purified by preparative HPLC (RP18 column, mobile phase: acetonitrile/water gradient with ad...